Dataset: the Open Reaction Database (ORD), a public repository of structured organic reaction records. Task: describe an organic reaction: reactants, conditions, products, and yield Conditions: time 1 hour. Reported procedure: In an atmosphere of argon gas, 60% sodium hydride (20 mg, 0.65 mole) was added to a suspension of adenine (202.5 mg, 1.34 mmoles) in anhydrous DMF (10 ml). After stirring the mixture at room temperature for one hour, (3S,4S)-3,4-bis(benzoyloxymethyl)-7-oxabicyclo-[4.1.0]heptane (245 mg, 0.67 mmole) was added and the resulting mixture was heated in an oil bath kept at 140° C. for 3 hours. After adding 0.2M phosphate buffer (pH 7.0) to the reaction mixture and stirring the mixture for a while, the... Yield: 47.9%. The reactants are P(=O)([O-])([O-])[O-] (phosphate), [H-].[Na+] (sodium hydride), N1=CN=C2N=CNC2=C1N (adenine), C(C1=CC=CC=C1)(=O)OC[C@H]1CC2OC2C[C@@H]1COC(C1=CC=CC=C1)=O ((3S,4S)-3,4-bis(benzoyloxymethyl)-7-oxabicyclo-[4.1.0]heptane). RXN SMILES: [H-].[Na+].[N:3]1[C:11]([NH2:12])=[C:10]2[C:6]([N:7]=[CH:8][NH:9]2)=[N:5][CH:4]=1.[C:13]([O:21][CH2:22][C@@H:23]1[C@@H:29]([CH2:30][O:31][C:32](=[O:39])[C:33]2[CH:38]=[CH:37][CH:36]=[CH:35][CH:34]=2)[CH2:28][CH:27]2[CH:25]([O:26]2)[CH2:24]1)(=[O:20])[C:14]1[CH:19]=[CH:18][CH:17]=[CH:16][CH:15]=1.P([O-])([O-])([O-])=O>CN(C=O)C.CO>[C:32]([O:31][CH2:30][C@@H:29]1[C@@H:23]([CH2:22][O:21][C:13](=[O:20])[C:14]2[CH:15]=[CH:16][CH:17]=[CH:18][CH:19]=2)[CH2:24][C@@H:25]([N:7]2[CH:8]=[N:9][C:10]3[C:6]2=[N:5][CH:4]=[N:3][C:11]=3[NH2:12])[C@H:27]([OH:26])[CH2:28]1)(=[O:39])[C:33]1[CH:38]=[CH:37][CH:36]=[CH:35][CH:34]=1 |f:0.1|. Product: C(C1=CC=CC=C1)(=O)OC[C@H]1C[C@H]([C@@H](C[C@@H]1COC(C1=CC=CC=C1)=O)N1C2=NC=NC(=C2N=C1)N)O (9-[(1R,2R,4S,5S)-4,5-bis(benzoyloxymethyl)-2-hydroxycyclohexyl]-adenine). The solvent is CO (methanol), CN(C)C=O (DMF). Product: COC(=O)C1=C(C2=C(C=N1)C(=C(S2)C2=CC=C(C=C2)F)C2=CC=C(C=C2)F)O (2,3-Bis-(4-fluoro-phenyl)-7-hydroxy-thieno[3,2-c]pyridine-6-carboxylic acid methyl ester). The yield is 50.6%. Conditions: temperature 120 celsius. Procedure details: 3-Bromo-2-(4-fluoro-phenyl)-7-hydroxy-thieno[3,2-c]pyridine-6-carboxylic acid methyl ester (0.34 g, 0.89 mmol), example 36-g, 4-fluoro-phenyl boronic acid (0.373 mg, 2.67 mmol), sodium methoxide (0.433 g, 8.01 mmol), and tetrakis(triphenylphosphine)palladium(0) (257 mg, 0.22 mmol) were suspended in 15 mL of 1,4-dioxane. The reaction mixture was heated at 120° C. for 30 min. using a CEM microwave reactor (CEM, Matthews, N.C.). The reaction mixture was diluted with ethyl acetate, and washed with s... Starting materials: COC(=O)C1=C(C2=C(C=N1)C(=C(S2)C2=CC=C(C=C2)F)Br)O (3-Bromo-2-(4-fluoro-phenyl)-7-hydroxy-thieno[3,2-c]pyridine-6-carboxylic acid methyl ester), FC1=CC=C(C=C1)B(O)O (4-fluoro-phenyl boronic acid), C[O-].[Na+] (sodium methoxide). RXN SMILES: [CH3:1][O:2][C:3]([C:5]1[N:10]=[CH:9][C:8]2[C:11](Br)=[C:12]([C:14]3[CH:19]=[CH:18][C:17]([F:20])=[CH:16][CH:15]=3)[S:13][C:7]=2[C:6]=1[OH:22])=[O:4].[F:23][C:24]1[CH:29]=[CH:28][C:27](B(O)O)=[CH:26][CH:25]=1.C[O-].[Na+]>O1CCOCC1.C(OCC)(=O)C.C1C=CC([P]([Pd]([P](C2C=CC=CC=2)(C2C=CC=CC=2)C2C=CC=CC=2)([P](C2C=CC=CC=2)(C2C=CC=CC=2)C2C=CC=CC=2)[P](C2C=CC=CC=2)(C2C=CC=CC=2)C2C=CC=CC=2)(C2C=CC=CC=2)C2C=CC=CC=2)=CC=1>[CH3:1][O:2][C:3]([C:5]1[N:10]=[CH:9][C:8]2[C:11]([C:27]3[CH:28]=[CH:29][C:24]([F:23])=[CH:25][CH:26]=3)=[C:12]([C:14]3[CH:19]=[CH:18][C:17]([F:20])=[CH:16][CH:15]=3)[S:13][C:7]=2[C:6]=1[OH:22])=[O:4] |f:2.3,^1:51,53,72,91|. Run in O1CCOCC1 (1,4-dioxane), C(C)(=O)OCC (ethyl acetate). The reagents and catalysts are C=1C=CC(=CC1)[P](C=2C=CC=CC2)(C=3C=CC=CC3)[Pd]([P](C=4C=CC=CC4)(C=5C=CC=CC5)C=6C=CC=CC6)([P](C=7C=CC=CC7)(C=8C=CC=CC8)C=9C=CC=CC9)[P](C=1C=CC=CC1)(C=1C=CC=CC1)C=1C=CC=CC1 (tetrakis(triphenylphosphine)palladium(0)).